Dataset: the Open Reaction Database (ORD), a public repository of structured organic reaction records. Task: describe an organic reaction: reactants, conditions, products, and yield Starting materials: OC1=CC=C(C=O)C=C1 (4-hydroxybenzaldehyde), C1(=CC=CC=C1)C(CC1=CC=CC=C1)=O (1,2-diphenylethanone), NC(=O)N (urea). The solvent is C(C)(=O)O (acetic acid). Product: OC1=CC=C(C=C1)C1NC(NC(=C1C1=CC=CC=C1)C1=CC=CC=C1)=O (4-(4-hydroxyphenyl)-5,6-diphenyl-3,4-dihydropyrimidin-2(1H)-one). RXN SMILES: [OH:1][C:2]1[CH:9]=[CH:8][C:5]([CH:6]=O)=[CH:4][CH:3]=1.[C:10]1([C:16](=O)[CH2:17][C:18]2[CH:23]=[CH:22][CH:21]=[CH:20][CH:19]=2)[CH:15]=[CH:14][CH:13]=[CH:12][CH:11]=1.[NH2:25][C:26]([NH2:28])=[O:27]>C(O)(=O)C>[OH:1][C:2]1[CH:9]=[CH:8][C:5]([CH:6]2[C:17]([C:18]3[CH:23]=[CH:22][CH:21]=[CH:20][CH:19]=3)=[C:16]([C:10]3[CH:15]=[CH:14][CH:13]=[CH:12][CH:11]=3)[NH:28][C:26](=[O:27])[NH:25]2)=[CH:4][CH:3]=1. Procedure details: Followed the procedure described in Example 86, starting from 4-hydroxybenzaldehyde, 1,2-diphenylethanone and urea, and acetic acid was used instead of HCl.